Dataset: the Open Reaction Database (ORD), a public repository of structured organic reaction records. Task: describe an organic reaction: reactants, conditions, products, and yield Reactants: ClCCl, CSc1ncc2c(C)cc(-c3ccc(S(C)(=O)=O)cc3)n2n1, CCOCC, O=C(OO)c1cccc(Cl)c1. Yields the product Cc1cc(-c2ccc(S(C)(=O)=O)cc2)n2nc(S(C)=O)ncc12. Reaction SMILES: [CH2:23]([Cl:24])[Cl:25].[CH3:1][S:2](=[O:3])(=[O:4])[c:5]1[cH:6][cH:7][c:8](-[c:11]2[cH:12][c:13]([CH3:22])[c:14]3[cH:15][n:16][c:17]([S:20][CH3:21])[n:18][n:19]23)[cH:9][cH:10]1.[CH3:37][CH2:38][O:39][CH2:40][CH3:41].[OH:26][O:27][C:28]([c:29]1[cH:30][c:31]([Cl:32])[cH:33][cH:34][cH:35]1)=[O:36]>>[CH3:1][S:2](=[O:3])(=[O:4])[c:5]1[cH:6][cH:7][c:8](-[c:11]2[cH:12][c:13]([CH3:22])[c:14]3[cH:15][n:16][c:17]([S:20]([CH3:21])=[O:26])[n:18][n:19]23)[cH:9][cH:10]1. Reactants: O=C([O-])[O-], CC(=O)OCc1ccccc1C(=NO)C(N)=O, COS(=O)(=O)OC, CC(C)=O, CCOC(C)=O, [K+], [K+]. Yields the product CON=C(C(N)=O)c1ccccc1COC(C)=O. Reaction SMILES: [C:18](=[O:19])([O-:20])[O-:21].[C:1]([CH3:2])(=[O:3])[O:4][CH2:5][c:6]1[c:7]([C:12]([C:13](=[O:14])[NH2:15])=[N:16][OH:17])[cH:8][cH:9][cH:10][cH:11]1.[CH3:24][O:25][S:26]([O:27][CH3:28])(=[O:29])=[O:30].[CH3:31][C:32](=[O:33])[CH3:34].[CH3:35][CH2:36][O:37][C:38](=[O:39])[CH3:40].[K+:22].[K+:23]>>[C:1]([CH3:2])(=[O:3])[O:4][CH2:5][c:6]1[c:7]([C:12]([C:13](=[O:14])[NH2:15])=[N:16][O:17][CH3:18])[cH:8][cH:9][cH:10][cH:11]1. The reactants are [N+](=O)(O)[O-] (Nitric acid), COC(C1=C(N=C(C=C1O)O)COC)=O (4,6-Dihydroxy-2-methoxymethyl-nicotinic acid methyl ester), O (Water). Run in CC(=O)O (AcOH). Run at temperature 0 celsius, time 8 hour. Yields the product COC(C1=C(N=C(C(=C1O)[N+](=O)[O-])O)COC)=O (4,6-Dihydroxy-2-methoxymethyl-5-nitro-nicotinic acid methyl ester). Reaction SMILES: [CH3:1][O:2][C:3](=[O:15])[C:4]1[C:9]([OH:10])=[CH:8][C:7]([OH:11])=[N:6][C:5]=1[CH2:12][O:13][CH3:14].[N+:16]([O-])([OH:18])=[O:17].O>CC(O)=O>[CH3:1][O:2][C:3](=[O:15])[C:4]1[C:9]([OH:10])=[C:8]([N+:16]([O-:18])=[O:17])[C:7]([OH:11])=[N:6][C:5]=1[CH2:12][O:13][CH3:14]. Procedure details: 4,6-Dihydroxy-2-methoxymethyl-nicotinic acid methyl ester (15.9 g, 74.75 mmol) is dissolved in AcOH (60 mL) and cooled to 0° C. in an ice bath. Nitric acid (70%, 4.73 mL) is added dropwise. The resulting solution is stirred at room temperature overnight. Water (200 mL) is added to the mixture and a white precipitate forms. The precipitate is collected and dried in a vacuum oven to afford the title compound as a white solid. Yields the product CCNC(=O)c1ccccc1-c1ccccc1. The reactants are CCN, [Cl-], O=C(O)c1ccccc1-c1ccccc1. As a reaction SMILES: [CH3:17][CH2:18][NH2:19].[Cl-:16].[c:1]1(-[c:7]2[c:8]([C:9](=[O:10])[OH:11])[cH:12][cH:13][cH:14][cH:15]2)[cH:2][cH:3][cH:4][cH:5][cH:6]1>>[c:1]1(-[c:7]2[c:8]([C:9](=[O:11])[NH:19][CH2:18][CH3:17])[cH:12][cH:13][cH:14][cH:15]2)[cH:2][cH:3][cH:4][cH:5][cH:6]1. Starting materials: CN(C(=O)OC(C)(C)C)C(Cc1ccc2ccccc2c1)C(=O)O, CCN=C=NCCCN(C)C, ClCCl, CNC(Cc1ccccc1)C(=O)N(C)N(C)C, CCN(C(C)C)C(C)C, Cl, On1nnc2cccnc21. The product is CN(C(=O)OC(C)(C)C)C(Cc1ccc2ccccc2c1)C(=O)N(C)C(Cc1ccccc1)C(=O)N(C)N(C)C. As a reaction SMILES: [C:1]([CH3:2])([CH3:3])([CH3:4])[O:5][C:6](=[O:7])[N:8]([CH3:9])[CH:10]([C:11](=[O:12])[OH:13])[CH2:14][c:15]1[cH:16][c:17]2[cH:18][cH:19][cH:20][cH:21][c:22]2[cH:23][cH:24]1.[CH2:36]([N:37]=[C:38]=[N:39][CH2:40][CH2:41][CH2:42][N:43]([CH3:44])[CH3:45])[CH3:46].[CH2:73]([Cl:74])[Cl:75].[CH3:47][N:48]([N:49]([C:50]([CH:51]([CH2:52][c:53]1[cH:54][cH:55][cH:56][cH:57][cH:58]1)[NH:59][CH3:60])=[O:61])[CH3:62])[CH3:63].[CH:64]([N:65]([CH:66]([CH3:67])[CH3:68])[CH2:69][CH3:70])([CH3:71])[CH3:72].[ClH:35].[OH:25][n:26]1[c:27]2[n:28][cH:29][cH:30][cH:31][c:32]2[n:33][n:34]1>>[C:1]([CH3:2])([CH3:3])([CH3:4])[O:5][C:6](=[O:7])[N:8]([CH3:9])[CH:10]([C:11](=[O:13])[N:59]([CH:51]([C:50]([N:49]([N:48]([CH3:47])[CH3:63])[CH3:62])=[O:61])[CH2:52][c:53]1[cH:54][cH:55][cH:56][cH:57][cH:58]1)[CH3:60])[CH2:14][c:15]1[cH:16][c:17]2[cH:18][cH:19][cH:20][cH:21][c:22]2[cH:23][cH:24]1.